From a dataset of the Open Reaction Database (ORD), a public repository of structured organic reaction records. describe an organic reaction: reactants, conditions, products, and yield The reactants are Cl (HCl), C[C@@]12C(CC[C@H]1[C@@H]1C=CC=3C=C(C=CC3[C@H]1CC2)O)=O (Estra-1,3,5(10),6-tetraen-3-ol-17-one), NN (hydrazine), [OH-].[K+] (potassium hydroxide). The solvent is C(COCCO)O (diethylene glycol), O (water). Product: C[C@@]12CCC[C@H]1[C@@H]1C=CC=3C=C(C=CC3[C@H]1CC2)O (Estra-1,3,5(10),6-tetraen-3-ol). As a reaction SMILES: [CH3:1][C@:2]12[CH2:18][CH2:17][C@H:16]3[C@@H:7]([CH:8]=[CH:9][C:10]4[CH:11]=[C:12]([OH:19])[CH:13]=[CH:14][C:15]=43)[C@@H:6]1[CH2:5][CH2:4][C:3]2=O.NN.[OH-].[K+].Cl>C(O)COCCO.O>[CH3:1][C@:2]12[CH2:18][CH2:17][C@H:16]3[C@@H:7]([CH:8]=[CH:9][C:10]4[CH:11]=[C:12]([OH:19])[CH:13]=[CH:14][C:15]=43)[C@@H:6]1[CH2:5][CH2:4][CH2:3]2 |f:2.3|. Procedure details: Estra-1,3,5(10),6-tetraen-3-ol-17-one (91.1 mg, 0.339 mmol), hydrazine (54 μL, 1.7 mmol), and potassium hydroxide (0.06 g) in 1.8 mL of diethylene glycol were heated in a 200° C. bath under argon for 2 h. After cooling to RT 10 mL of water were added and the solution was acidified to pH≈2 with 1N HCl. The resulting suspension was extracted three times with 10 mL of ether and the combined organic extracts were washed with 10 mL of brine, dried over magnesium sulfate, filtered through Celite, and ... Reactants: [F-].[K+] (potassium fluoride), N1(N=CC=C1)C1=CC=C(CC=2C(=CC(=C(C(=O)OC)C2)OS(=O)(=O)C(F)(F)F)C)C=C1 (methyl 5-(4-(1H-pyrazol-1-yl)benzyl)-4-methyl-2-(((trifluoromethyl) sulfonyl)oxy)benzoate), C(CCC)C(=C(CCCC)CCCC)[Sn] (tributylvinyltin), [Cl-].[Li+] (lithium chloride). The reagents and catalysts are Cl[Pd]([P](C1=CC=CC=C1)(C2=CC=CC=C2)C3=CC=CC=C3)([P](C4=CC=CC=C4)(C5=CC=CC=C5)C6=CC=CC=C6)Cl (trans-dichlorobis(triphenylphosphine)palladium(II)). The solvent is CN(C)C=O (DMF). Conditions: temperature 90 celsius. The product is N1(N=CC=C1)C1=CC=C(CC=2C(=CC(=C(C(=O)OC)C2)C=C)C)C=C1 (methyl 5-(4-(1H-pyrazol-1-yl)benzyl)-4-methyl-2-vinylbenzoate). Reaction SMILES: [N:1]1([C:6]2[CH:31]=[CH:30][C:9]([CH2:10][C:11]3[C:12]([CH3:29])=[CH:13][C:14](OS(C(F)(F)F)(=O)=O)=[C:15]([CH:20]=3)[C:16]([O:18][CH3:19])=[O:17])=[CH:8][CH:7]=2)[CH:5]=[CH:4][CH:3]=[N:2]1.[CH2:32](C([Sn])=C(CCCC)CCCC)[CH2:33]CC.[Cl-].[Li+].[F-].[K+]>CN(C=O)C.Cl[Pd](Cl)([P](C1C=CC=CC=1)(C1C=CC=CC=1)C1C=CC=CC=1)[P](C1C=CC=CC=1)(C1C=CC=CC=1)C1C=CC=CC=1>[N:1]1([C:6]2[CH:31]=[CH:30][C:9]([CH2:10][C:11]3[C:12]([CH3:29])=[CH:13][C:14]([CH:32]=[CH2:33])=[C:15]([CH:20]=3)[C:16]([O:18][CH3:19])=[O:17])=[CH:8][CH:7]=2)[CH:5]=[CH:4][CH:3]=[N:2]1 |f:2.3,4.5,^1:33,58,77|. Reported procedure: To a solution of methyl 5-(4-(1H-pyrazol-1-yl)benzyl)-4-methyl-2-(((trifluoromethyl) sulfonyl)oxy)benzoate (1.12 g) in DMF (25.0 mL) were added tributylvinyltin (1.08 mL), trans-dichlorobis(triphenylphosphine)palladium(II) (0.09 g) and lithium chloride (0.77 g), and the mixture was stirred at 90° C. 1.5 hr under argon atmosphere. To the reaction mixture was added aqueous potassium fluoride solution, and the precipitated insoluble substance was removed by filtration through Celite. The filtrate w... The reactants are NS(=O)(=O)c1ccc(NC=C2C(=O)Nc3ccncc32)cc1, O. The product is NS(=O)(=O)c1ccc(NC=C2C(=O)Nc3ncccc32)cc1. RXN SMILES: [O:1]=[C:2]1[C:3](=[CH:11][NH:12][c:13]2[cH:14][cH:15][c:16]([S:19](=[O:20])(=[O:21])[NH2:22])[cH:17][cH:18]2)[c:4]2[cH:5][n:6][cH:7][cH:8][c:9]2[NH:10]1.[OH2:23]>>[O:1]=[C:2]1[C:3](=[CH:11][NH:12][c:13]2[cH:14][cH:15][c:16]([S:19](=[O:20])(=[O:21])[NH2:22])[cH:17][cH:18]2)[c:4]2[c:5]([n:6][cH:7][cH:8][cH:9]2)[NH:10]1. Starting materials: C(C)(C)(C)OC(=O)N[C@@H](C(C)C)C(=O)O (Tertiarybutyloxycarbonyl-L-valine), ON1N=NC2=C1C=CC=C2 (1-hydroxybenzotriazole), C1CCC(CC1)N=C=NC2CCCCC2 (DCC). Solvent: ClCCl (dichloromethane). The product is C(CCCCC)NC([C@@H](NC(=O)OC(C)(C)C)C(C)C)=O (tertiary butyloxycarbonyl-L-valine N-hexylamide). Isolated yield 81.2%. RXN SMILES: [C:1]([O:5][C:6]([NH:8][C@H:9]([C:13]([OH:15])=O)[CH:10]([CH3:12])[CH3:11])=[O:7])([CH3:4])([CH3:3])[CH3:2].O[N:17]1[C:21]2[CH:22]=[CH:23][CH:24]=[CH:25][C:20]=2N=N1.C1CCC(N=C=NC2CCCCC2)CC1>ClCCl>[CH2:21]([NH:17][C:13](=[O:15])[C@H:9]([CH:10]([CH3:11])[CH3:12])[NH:8][C:6]([O:5][C:1]([CH3:2])([CH3:3])[CH3:4])=[O:7])[CH2:20][CH2:25][CH2:24][CH2:23][CH3:22]. Procedure details: Tertiarybutyloxycarbonyl-L-valine (25 g) in dichloromethane (200 ml) was treated with 1-hydroxybenzotriazole (15.5 g) hexylamine (11.6 g) and DCC (26 g) at room temperature for 2 days. The solution was filtered and the organic phase washed with aqueous sodium hydrogen carbonate, aqueous citric acid (1M) and water, dried over sodium sulphate and concentrated in vacuo to afford tertiary butyloxycarbonyl-L-valine N-hexylamide (28 g) which crystallised from methanol-water as needles; m.p. 74°-76° C.... Reactants: Cl (HCl), ClC=1C=C2C=C(NC2=CC1Cl)/C=C/C=C(/C(=O)OC)\OC (methyl (2Z,4E)-5-(5,6-dichloroindol-2-yl)-2-methoxy-2,4-pentadienoate), [OH-].[K+] (KOH), CCO.CC(=O)O (EtOH AcOH). Isolated yield 99.0%. Solvent: CCO.O (EtOH water), O (water). As a reaction SMILES: [Cl:1][C:2]1[CH:3]=[C:4]2[C:8](=[CH:9][C:10]=1[Cl:11])[NH:7][C:6](/[CH:12]=[CH:13]/[CH:14]=[C:15](\[O:20][CH3:21])/[C:16]([O:18]C)=[O:17])=[CH:5]2.[OH-].[K+].CCO.CC(O)=O.Cl>CCO.O.O>[Cl:1][C:2]1[CH:3]=[C:4]2[C:8](=[CH:9][C:10]=1[Cl:11])[NH:7][C:6](/[CH:12]=[CH:13]/[CH:14]=[C:15](\[O:20][CH3:21])/[C:16]([OH:18])=[O:17])=[CH:5]2 |f:1.2,3.4,6.7|. Reported procedure: A suspension of methyl (2Z,4E)-5-(5,6-dichloroindol-2-yl)-2-methoxy-2,4-pentadienoate (10 g, 30.7 mmol) and KOH (3.6 g, 64.2 mmol) in EtOH/water {fraction (1/1)} (460 ml) was refluxed for 3 h. The suspension after cooling to RT was poured into water (1.5 l), it was acidified with 2N HCl and extracted with AcOEt (2×1 l). The organic phase was washed with water and dried (MgSO4), then concentrated and the residue taken up with CH2Cl2. Filtration and drying in the oven at 50° produced 9.5 g of pure... Yields the product ClC=1C=C2C=C(NC2=CC1Cl)/C=C/C=C(/C(=O)O)\OC ((2Z,4E)-5-(5,6-Dichloroindol-2-yl)-2-methoxy-2,4-pentadienoic acid). Reactants: [H-].[Na+] (sodium hydride), [I-].C[S+](C)C (Trimethylsulfonium iodide), O (Water), FC(C=1C=C(C=C(C1)C(F)(F)F)[C@@H](C)O[C@H]1OCC[C@H]([C@@H]1C1=CC=CC=C1)C=O)(F)F ((2R,3R,4R)-2-{(1R)-1-[3,5-Bis(trifluoromethyl)phenyl]ethoxy}tetrahydro-3-phenyl-2H-pyran-4-carboxaldehyde). Solvent: CS(=O)C (Dimethylsulfoxide), CS(=O)C (dimethylsulfoxide), O1CCCC1 (Tetrahydrofuran), O1CCCC1 (tetrahydrofuran). Reaction conditions: time 30 minute. Product: C1(=CC=CC=C1)C=1COC=CC1 (3-phenyl-2H-pyran). Reaction SMILES: [H-].[Na+].[I-].C[S+](C)C.FC(F)(F)C1C=C([C@H](O[C@@H:23]2[C@@H:28]([C:29]3[CH:34]=[CH:33][CH:32]=[CH:31][CH:30]=3)[C@H:27](C=O)[CH2:26][CH2:25][O:24]2)C)C=C(C(F)(F)F)C=1.O>CS(C)=O.O1CCCC1>[C:29]1([C:28]2[CH2:23][O:24][CH:25]=[CH:26][CH:27]=2)[CH:34]=[CH:33][CH:32]=[CH:31][CH:30]=1 |f:0.1,2.3|. Procedure details: Dimethylsulfoxide (10 mL) was added to sodium hydride (60% dispersion in mineral oil, 385 mg, 9.6 mmol) and the mixture was stirred at room temperature for 30 minutes. Tetrahydrofuran (20 mL) was added and the mixture was cooled to −10° C. Trimethylsulfonium iodide (2.13 g, 10.4 mmol) in dimethylsulfoxide (10 mL) was added and the mixture was stirred at 0° C. for 10 minutes. (2R,3R,4R)-2-{(1R)-1-[3,5-Bis(trifluoromethyl)phenyl]ethoxy}tetrahydro-3-phenyl-2H-pyran-4-carboxaldehyde (WO 00/56727A1; ... Yields the product O=C(NCC1CCOCC1)c1cnc(Nc2ccc(Br)cc2C(F)(F)F)nc1C(F)(F)F. As a reaction SMILES: [F:22][C:23]([c:24]1[c:25]([NH2:26])[cH:27][cH:28][c:29]([Br:31])[cH:30]1)([F:32])[F:33].[O:1]1[CH2:2][CH2:3][CH:4]([CH2:7][NH:8][C:9](=[O:10])[c:11]2[c:12]([C:18]([F:19])([F:20])[F:21])[n:13][c:14]([Cl:17])[n:15][cH:16]2)[CH2:5][CH2:6]1>>[O:1]1[CH2:2][CH2:3][CH:4]([CH2:7][NH:8][C:9](=[O:10])[c:11]2[c:12]([C:18]([F:19])([F:20])[F:21])[n:13][c:14]([NH:26][c:25]3[c:24]([C:23]([F:22])([F:32])[F:33])[cH:30][c:29]([Br:31])[cH:28][cH:27]3)[n:15][cH:16]2)[CH2:5][CH2:6]1. The reactants are Nc1ccc(Br)cc1C(F)(F)F, O=C(NCC1CCOCC1)c1cnc(Cl)nc1C(F)(F)F. Reactants: OC1=CC=C(C=C1)CCNC1=NC=CC(=N1)C=1C=C(C(=O)O)C=CC1 (3-{2-[2-(4-Hydroxy-phenyl)-ethylamino]-pyrimidin-4-yl}-benzoic acid), C(C)(C)(C)OC(=O)N1CC(CC1)CN (3-aminomethyl-pyrrolidine-1-carboxylic acid tert-butyl ester), C(CCl)Cl (EDC). Run in CN(C)C=O (DMF). The product is OC1=CC=C(C=C1)CCNC1=NC=CC(=N1)C=1C=C(C(=O)NCC2CNCC2)C=CC1 (3-{2-[2-(4-Hydroxy-phenyl)-ethylamino]-pyrimidin-4-yl}-N-pyrrolidin-3-ylmethyl-benzamide). As a reaction SMILES: [OH:1][C:2]1[CH:7]=[CH:6][C:5]([CH2:8][CH2:9][NH:10][C:11]2[N:16]=[C:15]([C:17]3[CH:18]=[C:19]([CH:23]=[CH:24][CH:25]=3)[C:20]([OH:22])=O)[CH:14]=[CH:13][N:12]=2)=[CH:4][CH:3]=1.C(OC([N:33]1[CH2:37][CH2:36][CH:35]([CH2:38][NH2:39])[CH2:34]1)=O)(C)(C)C.C(Cl)CCl>CN(C=O)C>[OH:1][C:2]1[CH:7]=[CH:6][C:5]([CH2:8][CH2:9][NH:10][C:11]2[N:16]=[C:15]([C:17]3[CH:18]=[C:19]([CH:23]=[CH:24][CH:25]=3)[C:20]([NH:39][CH2:38][CH:35]3[CH2:36][CH2:37][NH:33][CH2:34]3)=[O:22])[CH:14]=[CH:13][N:12]=2)=[CH:4][CH:3]=1. Procedure details: Intermediate 9 (2.2 mmol) was coupled with 3-aminomethyl-pyrrolidine-1-carboxylic acid tert-butyl ester (5 mmol) using EDC (3 mmol) in DMF (20 mL). The DMF was removed by rotary evaporation and the residue purified by flash chromatography on silica gel (ethyl acetate as eluent.) The resulting product was deprotected following procedure G. LC-MS showed the product had the expected M+H+ of 418. 1H NMR (Varian 300 MHz, DMSO-d6, shifts relative to the solvent peak at 2.49 ppm) δ 8.9 (s, 1H) 8.5-8.75... Reactants: CCO, O=C(CCl)NC(=O)N1CCCC2=C1CCc1cc(Cl)ccc12, NN, O. Product: NC(=O)N1CCCC2=C1CCc1cc(Cl)ccc12. RXN SMILES: [CH3:26][CH2:27][OH:28].[Cl:1][c:2]1[cH:3][c:4]2[c:5]([cH:21][cH:22]1)[C:6]1=[C:11]([N:10]([C:14](=[O:15])[NH:16][C:17](=[O:18])[CH2:19][Cl:20])[CH2:9][CH2:8][CH2:7]1)[CH2:12][CH2:13]2.[NH2:24][NH2:25].[OH2:23]>>[Cl:1][c:2]1[cH:3][c:4]2[c:5]([cH:21][cH:22]1)[C:6]1=[C:11]([N:10]([C:14](=[O:15])[NH2:16])[CH2:9][CH2:8][CH2:7]1)[CH2:12][CH2:13]2.